This data is from the Open Reaction Database (ORD), a public repository of structured organic reaction records. The task is: describe an organic reaction: reactants, conditions, products, and yield The reactants are [OH-].[Li+] (Lithium hydroxide), COC(=O)C1=NC(=C(N=C1N)N)Cl (3,5-diamino-6-chloro-pyrazine-2-carboxylic acid methyl ester), Cl (HCl). The solvent is CO (methanol), O (water), O1CCOCC1 (1,4-dioxane). Run at temperature 90 celsius. Yields the product ClC=1C(=NC(=CN1)N)N (3-Chloro-pyrazine-2,6-diamine). Isolated yield 81.8%. Reaction SMILES: [OH-].[Li+].COC([C:7]1[C:12]([NH2:13])=[N:11][C:10]([NH2:14])=[C:9]([Cl:15])[N:8]=1)=O.Cl>CO.O.O1CCOCC1>[Cl:15][C:9]1[C:10]([NH2:14])=[N:11][C:12]([NH2:13])=[CH:7][N:8]=1 |f:0.1|. Procedure details: Lithium hydroxide (12.4 g, 0.30 mol) was added to a stirred suspension of 3,5-diamino-6-chloro-pyrazine-2-carboxylic acid methyl ester (20 g, 99 mmol) in methanol (300 ml) and water (120 ml) and the reaction heated at 90° C. for 1.5 hours before allowing to cool to room temperature. The reaction was concentrated in vacuo to afford a yellow slurry and this was suspended in 1,4-dioxane (350 ml) and 2M aqueous HCl solution (200 ml) was added. The mixture was heated at 100° C. for 2 hours and then a... Reactants: C(C)(=O)S[C@H]1C[C@H](N(C1)C(=O)OCC1=CC=C(C=C1)[N+](=O)[O-])CC1=CC=C(C2=CC=CC=C12)CNC(=O)OCC1=CC=C(C=C1)[N+](=O)[O-] ((2R,4S)-4-acetylthio-N-(p-nitrobenzyloxycarbonyl)-2-[4-(p-nitrobenzyloxycarbonylaminomethyl)-1-naphthylmethyl]pyrrolidine), [OH-].[Na+] (sodium hydroxide), Cl (hydrochloric acid). The solvent is CO.O1CCCC1 (methanol tetrahydrofuran). Run at time 10 minute. Product: crude product, S[C@H]1C[C@H](N(C1)C(=O)OCC1=CC=C(C=C1)[N+](=O)[O-])CC1=CC=C(C2=CC=CC=C12)CNC(=O)OCC1=CC=C(C=C1)[N+](=O)[O-] ((2R,4S)-4-mercapto-N-(p-nitrobenzyloxycarbonyl)-2-[4-(p-nitrobenzyloxycarbonylaminomethyl)-1-naphthylmethyl]-pyrrolidine). As a reaction SMILES: C([S:4][C@@H:5]1[CH2:9][N:8]([C:10]([O:12][CH2:13][C:14]2[CH:19]=[CH:18][C:17]([N+:20]([O-:22])=[O:21])=[CH:16][CH:15]=2)=[O:11])[C@H:7]([CH2:23][C:24]2[C:33]3[C:28](=[CH:29][CH:30]=[CH:31][CH:32]=3)[C:27]([CH2:34][NH:35][C:36]([O:38][CH2:39][C:40]3[CH:45]=[CH:44][C:43]([N+:46]([O-:48])=[O:47])=[CH:42][CH:41]=3)=[O:37])=[CH:26][CH:25]=2)[CH2:6]1)(=O)C.[OH-].[Na+].Cl>CO.O1CCCC1>[SH:4][C@@H:5]1[CH2:9][N:8]([C:10]([O:12][CH2:13][C:14]2[CH:15]=[CH:16][C:17]([N+:20]([O-:22])=[O:21])=[CH:18][CH:19]=2)=[O:11])[C@H:7]([CH2:23][C:24]2[C:33]3[C:28](=[CH:29][CH:30]=[CH:31][CH:32]=3)[C:27]([CH2:34][NH:35][C:36]([O:38][CH2:39][C:40]3[CH:41]=[CH:42][C:43]([N+:46]([O-:48])=[O:47])=[CH:44][CH:45]=3)=[O:37])=[CH:26][CH:25]=2)[CH2:6]1 |f:1.2,4.5|. Procedure details: To a solution of (2R,4S)-4-acetylthio-N-(p-nitrobenzyloxycarbonyl)-2-[4-(p-nitrobenzyloxycarbonylaminomethyl)-1-naphthylmethyl]pyrrolidine (144 mg, 0.21 mmol) in methanol-tetrahydrofuran (3:1) (4 ml), 1N aqueous sodium hydroxide (0.24 ml, 0.24 mmol) was added in a nitrogen stream under cooling with ice. This reaction solution was stirred for 10 minutes and then 1N hydrochloric acid (0.24 ml, 0.24 mmol) was added thereto. Then the resulting solution was concentrated in vacuo. The resulting residu... The reactants are C(C)(=O)OCC (ethyl aceate), FC1=CC=C(C=C1)NC(=O)C=1C=NC(=NC1)OCC(=O)O ([5-(4-fluorophenylcarbamoyl)pyrimidin-2-yloxy]acetic acid), C1=CC(=CC=C1[N+](=O)[O-])O (p-nitrophenol). Solvent: ClCCl (dichloromethane). Product: [N+](=O)([O-])C1=CC=C(C=C1)OC(COC1=NC=C(C=N1)C(NC1=CC=C(C=C1)F)=O)=O ([5-(4-Fluorophenylcarbamoyl)pyrimidin-2-yloxy]acetic acid 4-nitro-phenyl ester). The yield is 16.0%. As a reaction SMILES: [F:1][C:2]1[CH:7]=[CH:6][C:5]([NH:8][C:9]([C:11]2[CH:12]=[N:13][C:14]([O:17][CH2:18][C:19]([OH:21])=[O:20])=[N:15][CH:16]=2)=[O:10])=[CH:4][CH:3]=1.[CH:22]1[C:27]([N+:28]([O-:30])=[O:29])=[CH:26][CH:25]=[C:24](O)[CH:23]=1.C(OCC)(=O)C>ClCCl>[N+:28]([C:27]1[CH:22]=[CH:23][C:24]([O:20][C:19](=[O:21])[CH2:18][O:17][C:14]2[N:13]=[CH:12][C:11]([C:9](=[O:10])[NH:8][C:5]3[CH:4]=[CH:3][C:2]([F:1])=[CH:7][CH:6]=3)=[CH:16][N:15]=2)=[CH:25][CH:26]=1)([O-:30])=[O:29]. Reported procedure: The titled compound was prepared from [5-(4-fluorophenylcarbamoyl)pyrimidin-2-yloxy]acetic acid using p-nitrophenol (18 mg, 0.13 mmol) as the coupling partner. Chromatography (1:1 ethyl aceate:dichloromethane) through SiO2 yielded 11 mg (16%) of the titled compound. ESI-MS m/z 413 (MH+), 411 (M−H−).